From a dataset of the Open Reaction Database (ORD), a public repository of structured organic reaction records. describe an organic reaction: reactants, conditions, products, and yield Reactants: [Cl-].[NH4+] (ammonium chloride), [N+](=O)([O-])C=1C=C2C(N(C(C2=CC1)=O)CC(=O)OCC1=CC=CC=C1)=O (benzyl 2-(5-nitro-1,3-dioxoisoindolin-2-yl)acetate). The product is NC=1C=C2C(N(C(C2=CC1)=O)CC(=O)OCC1=CC=CC=C1)=O (benzyl 2-(5-amino-1,3-dioxoisoindolin-2-yl)acetate). The yield is 94.5%. Run in C(C)O (ethanol), O (water). The reagents and catalysts are [Fe] (iron). Reported procedure: To a suspension of benzyl 2-(5-nitro-1,3-dioxoisoindolin-2-yl)acetate (1.2 g, 3.528 mmol) in a mixture of ethanol (23 ml) and water (11.5 ml), iron powder (1.182 g, 21.16 mmol) and ammonium chloride (0.132 g, 2.468 mmol) were added, and the mixture was heated to reflux for 1 hour. The insoluble was filtered off and the filtrate was evaporated to dryness. The residue was dissolved in ethyl acetate and washed with water and brine (×3). The organic phase was dried over Na2SO4 and the solvent was re... RXN SMILES: [N+:1]([C:4]1[CH:5]=[C:6]2[C:10](=[CH:11][CH:12]=1)[C:9](=[O:13])[N:8]([CH2:14][C:15]([O:17][CH2:18][C:19]1[CH:24]=[CH:23][CH:22]=[CH:21][CH:20]=1)=[O:16])[C:7]2=[O:25])([O-])=O.[Cl-].[NH4+]>C(O)C.O.[Fe]>[NH2:1][C:4]1[CH:5]=[C:6]2[C:10](=[CH:11][CH:12]=1)[C:9](=[O:13])[N:8]([CH2:14][C:15]([O:17][CH2:18][C:19]1[CH:20]=[CH:21][CH:22]=[CH:23][CH:24]=1)=[O:16])[C:7]2=[O:25] |f:1.2|.